The task is: describe an organic reaction: reactants, conditions, products, and yield. This data is from the Open Reaction Database (ORD), a public repository of structured organic reaction records. Starting materials: COC(C)(C)C1=NC=CC(=C1)[Sn](CCCC)(CCCC)CCCC (2-(1-methoxy-1-methyl-ethyl)-4-tributylstannanyl-pyridine), BrC1=NN(C2=CC=C(C=C12)[N+](=O)[O-])C(C1=CC=CC=C1)(C1=CC=CC=C1)C1=CC=CC=C1 (3-bromo-5-nitro-1-trityl-1H-indazole), [F-].[Cs+] (CsF), Pd[P(t-Bu)3)2. The reagents and catalysts are C=1C=CC(=CC1)/C=C/C(=O)/C=C/C2=CC=CC=C2.C=1C=CC(=CC1)/C=C/C(=O)/C=C/C2=CC=CC=C2.C=1C=CC(=CC1)/C=C/C(=O)/C=C/C2=CC=CC=C2.[Pd].[Pd] (Pd2(dba)3), [Cu]I (CuI). Solvent: CN(C)C=O (DMF), CCOC(=O)C (EtOAc). Conditions: temperature 120 celsius. Yields the product desired product, COC(C)(C)C1=NC=CC(=C1)C1=NN(C2=CC=C(C=C12)[N+](=O)[O-])C(C1=CC=CC=C1)(C1=CC=CC=C1)C1=CC=CC=C1 (3-[2-(1-methoxy-1-methyl-ethyl)-pyridin-4-yl]-5-nitro-1-trityl-1H-indazole). Reaction SMILES: [CH3:1][O:2][C:3]([C:6]1[CH:11]=[C:10]([Sn](CCCC)(CCCC)CCCC)[CH:9]=[CH:8][N:7]=1)([CH3:5])[CH3:4].Br[C:26]1[C:34]2[C:29](=[CH:30][CH:31]=[C:32]([N+:35]([O-:37])=[O:36])[CH:33]=2)[N:28]([C:38]([C:51]2[CH:56]=[CH:55][CH:54]=[CH:53][CH:52]=2)([C:45]2[CH:50]=[CH:49][CH:48]=[CH:47][CH:46]=2)[C:39]2[CH:44]=[CH:43][CH:42]=[CH:41][CH:40]=2)[N:27]=1.[F-].[Cs+]>CN(C=O)C.CCOC(C)=O.C1C=CC(/C=C/C(/C=C/C2C=CC=CC=2)=O)=CC=1.C1C=CC(/C=C/C(/C=C/C2C=CC=CC=2)=O)=CC=1.C1C=CC(/C=C/C(/C=C/C2C=CC=CC=2)=O)=CC=1.[Pd].[Pd].[Cu]I>[CH3:1][O:2][C:3]([C:6]1[CH:11]=[C:10]([C:26]2[C:34]3[C:29](=[CH:30][CH:31]=[C:32]([N+:35]([O-:37])=[O:36])[CH:33]=3)[N:28]([C:38]([C:51]3[CH:56]=[CH:55][CH:54]=[CH:53][CH:52]=3)([C:39]3[CH:40]=[CH:41][CH:42]=[CH:43][CH:44]=3)[C:45]3[CH:50]=[CH:49][CH:48]=[CH:47][CH:46]=3)[N:27]=2)[CH:9]=[CH:8][N:7]=1)([CH3:4])[CH3:5] |f:2.3,6.7.8.9.10|. Reported procedure: 2-(1-methoxy-1-methyl-ethyl)-4-tributylstannanyl-pyridine 13AO (0.1 g, 0.24 mmol), 3-bromo-5-nitro-1-trityl-1H-indazole 1AJ (0.12 g, 0.24 mmol), CsF (0.08 g, 0.53 mmol), [Pd2(dba)3] (5 mg, 0.005 mmol), Pd[P(t-Bu)3)2, and CuI (4 mg, 0.024 mmol) in DMF (2 ml) was degassed for 5 minutes. Then it was heated at 120° C. for two hours. Cooled to room temperature and diluted with EtOAc (10 ml). It was then filtered on a celite pad. Filtrate was washed with water (3 ml) and the organic extracts were drie... Starting materials: C(C)OC=1C=C(CN2CCC(CC2)N)C=CC1OC (1-(3-ethoxy-4-methoxy-benzyl)-piperidin-4-ylamine), C(C)OC=1C=C(CN2CCC(CC2)N)C=CC1OC (1-(3-ethoxy-4-methoxy-benzyl)-piperidin-4-ylamine), ClC1=NC2=CC(=CC=C2C(=N1)N)Cl (2,7-dichloro-quinazolin-4-ylamine). Run in CC(=O)N(C)C (DMAc). Yields the product ClC1=CC=C2C(=NC(=NC2=C1)NC1CCN(CC1)CC1=CC(=C(C=C1)OC)OCC)N (7-Chloro-N2-[1-(3-ethoxy-4-methoxy-benzyl)-piperidin-4-yl]-quinazoline-2,4-diamine). The yield is 28.0%. RXN SMILES: Cl[C:2]1[N:11]=[C:10]([NH2:12])[C:9]2[C:4](=[CH:5][C:6]([Cl:13])=[CH:7][CH:8]=2)[N:3]=1.[CH2:14]([O:16][C:17]1[CH:18]=[C:19]([CH:28]=[CH:29][C:30]=1[O:31][CH3:32])[CH2:20][N:21]1[CH2:26][CH2:25][CH:24]([NH2:27])[CH2:23][CH2:22]1)[CH3:15]>CC(N(C)C)=O>[Cl:13][C:6]1[CH:5]=[C:4]2[C:9]([C:10]([NH2:12])=[N:11][C:2]([NH:27][CH:24]3[CH2:25][CH2:26][N:21]([CH2:20][C:19]4[CH:28]=[CH:29][C:30]([O:31][CH3:32])=[C:17]([O:16][CH2:14][CH3:15])[CH:18]=4)[CH2:22][CH2:23]3)=[N:3]2)=[CH:8][CH:7]=1. Reported procedure: A solution of 2,7-dichloro-quinazolin-4-ylamine (32.1 mg, 0.15 mmol, 1.0 equiv; commercially available) and 1-(3-ethoxy-4-methoxy-benzyl)-piperidin-4-ylamine (47.6 mg, 0.18 mmol, 1.2 equiv; intermediate A1) in DMAc (2 mL) was heated by microwave irradiation to 200° C. for 15 min. Removal of the solvent under reduced pressure and purification by preparative HPLC on reversed phase eluting with a gradient of acetonitrile/water provided 22.0 mg (28%) of the title compound. MS (ISP): 442.4 [M+H]+. Run at time 1.5 hour. Reaction SMILES: [H-].[Na+].[N:3]1[CH:8]=[CH:7][CH:6]=[CH:5][C:4]=1[CH2:9][NH:10][S:11]([CH3:14])(=[O:13])=[O:12].Br[CH2:16][C:17]1[CH:22]=[CH:21][C:20]([O:23][CH2:24][CH2:25][CH2:26][CH2:27][CH2:28][CH2:29][CH2:30][CH2:31][CH2:32][CH2:33][CH2:34][CH2:35][CH2:36][CH3:37])=[CH:19][CH:18]=1.[Cl-].[Na+]>O1CCCC1>[N:3]1[CH:8]=[CH:7][CH:6]=[CH:5][C:4]=1[CH2:9][N:10]([CH2:16][C:17]1[CH:22]=[CH:21][C:20]([O:23][CH2:24][CH2:25][CH2:26][CH2:27][CH2:28][CH2:29][CH2:30][CH2:31][CH2:32][CH2:33][CH2:34][CH2:35][CH2:36][CH3:37])=[CH:19][CH:18]=1)[S:11]([CH3:14])(=[O:13])=[O:12] |f:0.1,4.5|. Procedure: To a room temperature slurry of 0.391 g of 50% sodium hydride in 20 ml of dry tetrahydrofuran is added, via cannula, 1.27 g of product from Example 121 in 30 ml of dry tetrahydrofuran. The reaction is stirred at room temperature for 1.5 hours. Two and one half grams of product from Example 20 in 30 ml of dry tetrahydrofuran is added via cannula. The reaction is stirred at room temperature for 20 hours followed by heating at reflux temperature for 2 hours. The cooled reaction is poured into half ... The solvent is O1CCCC1 (tetrahydrofuran), O1CCCC1 (tetrahydrofuran), O1CCCC1 (tetrahydrofuran). Product: N1=C(C=CC=C1)CN(S(=O)(=O)C)CC1=CC=C(C=C1)OCCCCCCCCCCCCCC (N-(2-Pyridinylmethyl)-N-[[4-(tetradecyloxy)phenyl]methyl]methanesulfonamide). Isolated yield 38.3%. Starting materials: BrCC1=CC=C(C=C1)OCCCCCCCCCCCCCC (1-(Bromomethyl)-4-(tetradecyloxy)benzene), [H-].[Na+] (sodium hydride), N1=C(C=CC=C1)CNS(=O)(=O)C (N-(2-Pyridinylmethyl)methanesulfonamide), [Cl-].[Na+] (sodium chloride). Starting materials: C(C)(C)(C)OC(=O)C1=CC(=C(C=C1)C1CCC(CC1)=O)CNC (4-(4-tert.butoxycarbonyl-methylaminomethylphenyl)-cyclohexanone), FC1=CC=C(CN)C=C1 (4-fluorobenzylamine), petroleum ether ethyl acetate. Yields the product C(C)(C)(C)OC(=O)C1=CC(=C(C=C1)[C@@H]1CC[C@H](CC1)NCC1=CC=C(C=C1)F)CNC (trans-4-(4-tert.butoxycarbonyl-methylaminomethyl-phenyl)-N-(4-fluorobenzyl)cyclohexylamine). RXN SMILES: [C:1]([O:5][C:6]([C:8]1[CH:13]=[CH:12][C:11]([CH:14]2[CH2:19][CH2:18][C:17](=O)[CH2:16][CH2:15]2)=[C:10]([CH2:21][NH:22][CH3:23])[CH:9]=1)=[O:7])([CH3:4])([CH3:3])[CH3:2].[F:24][C:25]1[CH:32]=[CH:31][C:28]([CH2:29][NH2:30])=[CH:27][CH:26]=1>>[C:1]([O:5][C:6]([C:8]1[CH:13]=[CH:12][C:11]([C@H:14]2[CH2:19][CH2:18][C@H:17]([NH:30][CH2:29][C:28]3[CH:31]=[CH:32][C:25]([F:24])=[CH:26][CH:27]=3)[CH2:16][CH2:15]2)=[C:10]([CH2:21][NH:22][CH3:23])[CH:9]=1)=[O:7])([CH3:4])([CH3:3])[CH3:2]. Procedure details: from 4-(4-tert.butoxycarbonyl-methylaminomethylphenyl)-cyclohexanone and 4-fluorobenzylamine. Colourless oil. Rf value: 0.43 (alumina, petroleum ether/ethyl acetate=5:1, v:v). Starting materials: [I-].[Li+] (lithium iodide), C(C)OC(C1=C(C=C(C=C1C)CN1C(=C(C2=CC(=CC=C12)Cl)C)C=1C=NC=CC1)C)=O (2,6-dimethyl-4-(5-chloro-3-methyl-2-pyridin-3-yl-indol-1-ylmethyl)-benzoic acid ethyl ester), Cl (HCl). Solvent: N1=C(C=CC=C1C)C (2,6-lutidine). The product is [NH4+].[OH-] (NH4OH), CC1=C(C(=O)O)C(=CC(=C1)CN1C(=C(C2=CC(=CC=C12)Cl)C)C=1C=NC=CC1)C (2,6-dimethyl-4-(5-chloro-3-methyl-2-pyridin-3-yl-indol-1-ylmethyl)-benzoic acid). The yield is 0.1%. RXN SMILES: [I-].[Li+].C([O:5][C:6](=[O:33])[C:7]1[C:12]([CH3:13])=[CH:11][C:10]([CH2:14][N:15]2[C:23]3[C:18](=[CH:19][C:20]([Cl:24])=[CH:21][CH:22]=3)[C:17]([CH3:25])=[C:16]2[C:26]2[CH:27]=[N:28][CH:29]=[CH:30][CH:31]=2)=[CH:9][C:8]=1[CH3:32])C.Cl>N1C(C)=CC=CC=1C>[NH4+:15].[OH-:5].[CH3:13][C:12]1[CH:11]=[C:10]([CH2:14][N:15]2[C:23]3[C:18](=[CH:19][C:20]([Cl:24])=[CH:21][CH:22]=3)[C:17]([CH3:25])=[C:16]2[C:26]2[CH:27]=[N:28][CH:29]=[CH:30][CH:31]=2)[CH:9]=[C:8]([CH3:32])[C:7]=1[C:6]([OH:33])=[O:5] |f:0.1,5.6|. Procedure details: To a refluxing solution of lithium iodide (0.218 g, 1.626 mmol) in 2,6-lutidine (5 mL) is added 2,6-dimethyl-4-(5-chloro-3-methyl-2-pyridin-3-yl-indol-1-ylmethyl)-benzoic acid ethyl ester (0.176 g, 0.407 mmol). The reaction is refluxed overnight. It is cooled to room temperature, acidified to pH 1 using 1M aqueous HCl solution and extracted with dichloromethane. The organic layer is dried over sodium sulfate and concentrated in vacuo. The residue is purified by reverse phase HPLC with Xbridge Sh... Starting materials: C(C)(=O)SCC(C(=O)Cl)CC1=CC=CC=C1 (2-acetylthiomethyl-3-phenylpropionyl chloride), NC=1C=C(C(=O)O)C=CC1C (3-Amino-4-methylbenzoic acid). Solvent: O1CCCC1 (tetrahydrofuran), C(O)([O-])=O.[Na+] (sodium hydrogen carbonate), O (water). Product: C(C)(=O)SCC(C(=O)NC=1C=C(C(=O)O)C=CC1C)CC1=CC=CC=C1 (3-[(2-acetylthiomethyl-3-phenylpropionyl)amino]-4-methylbenzoic acid). Isolated yield 52.4%. Reaction SMILES: [NH2:1][C:2]1[CH:3]=[C:4]([CH:8]=[CH:9][C:10]=1[CH3:11])[C:5]([OH:7])=[O:6].[C:12]([S:15][CH2:16][CH:17]([CH2:21][C:22]1[CH:27]=[CH:26][CH:25]=[CH:24][CH:23]=1)[C:18](Cl)=[O:19])(=[O:14])[CH3:13]>C(=O)([O-])O.[Na+].O.O1CCCC1>[C:12]([S:15][CH2:16][CH:17]([CH2:21][C:22]1[CH:23]=[CH:24][CH:25]=[CH:26][CH:27]=1)[C:18]([NH:1][C:2]1[CH:3]=[C:4]([CH:8]=[CH:9][C:10]=1[CH3:11])[C:5]([OH:7])=[O:6])=[O:19])(=[O:14])[CH3:13] |f:2.3|. Reported procedure: 3-Amino-4-methylbenzoic acid (1.5 g) is dissolved in a solution of sodium hydrogen carbonate (1.68 g) in water (25 ml), and to the mixture is added dropwise a solution of 2-acetylthiomethyl-3-phenylpropionyl chloride (2.86 g) in tetrahydrofuran (8 ml) with vigorously stirring, and the mixture is stirred at room temperature for 3 hours. Tetrahydrofuran is distilled off at a low temperature under reduced pressure, and the residue is washed with diethyl ether and acidified with hydrochloric acid, a... The reactants are Title compound 11B, NC=1C=C(C=CC1)N1N=CC=2C1=NC=NC2N (1-(3-amino-phenyl)-1H-pyrazolo[3,4-d]pyrimidin-4-ylamine), S1C(=CC=C1)S(=O)(=O)Cl (2-thiophenesulphonylchloride), C(C)(C)N(CC)C(C)C (diisopropylethylamine), CN(C)C=O (DMF). The solvent is CO (Methanol). Run at time 15 hour. Yields the product NC1=C2C(=NC=N1)N(N=C2)C=2C=C(C=CC2)NS(=O)(=O)C=2SC=CC2 (Thiophene-2-sulfonic Acid [3-(4-amino-pyrazolo[3,4-d]pyrimidin-1-yl)-phenyl]-amide). Isolated yield 18.8%. RXN SMILES: [NH2:1][C:2]1[CH:3]=[C:4]([N:8]2[C:12]3=[N:13][CH:14]=[N:15][C:16]([NH2:17])=[C:11]3[CH:10]=[N:9]2)[CH:5]=[CH:6][CH:7]=1.[S:18]1[CH:22]=[CH:21][CH:20]=[C:19]1[S:23](Cl)(=[O:25])=[O:24].C(N(C(C)C)CC)(C)C.CN(C=O)C>CO>[NH2:17][C:16]1[N:15]=[CH:14][N:13]=[C:12]2[N:8]([C:4]3[CH:3]=[C:2]([NH:1][S:23]([C:19]4[S:18][CH:22]=[CH:21][CH:20]=4)(=[O:25])=[O:24])[CH:7]=[CH:6][CH:5]=3)[N:9]=[CH:10][C:11]=12. Procedure details: Title compound 11B, 1-(3-amino-phenyl)-1H-pyrazolo[3,4-d]pyrimidin-4-ylamine (36 mg, 1.1 eq, 0.16 mmol), 2-thiophenesulphonylchloride (29 mg, 1.0 eq, 0.16 mmol) and diisopropylethylamine (28 μl, 1.0 eq, 0.16 mmol) were added to DMF (1 ml) and the mixture was stirred for 15 hours at room temperature under an inert atmosphere. Methanol was then added (1 ml) and the solvents were removed in vacuo. The resultant residue was purified by semi-preparative HPLC to yield the title compound as a white sol...